Dataset: the Open Reaction Database (ORD), a public repository of structured organic reaction records. Task: describe an organic reaction: reactants, conditions, products, and yield Reactants: C(C)(C)NC(C)C (Diisopropylamine), ClC1=NC(=C2N=CN(C2=N1)[C@H]1C=C[C@H](C1)N1N=C(N=N1)CC)Cl (2,6-Dichloro-9-[(1R,4S)-4-(5-ethyl-tetrazol-2-yl)-cyclopent-2-enyl]-9H-purine), C1(=CC=CC=C1)C(CN)C1=CC=CC=C1 (2,2-diphenylethylamine). Solvent: C1CCOC1 (THF). Conditions: temperature 50 celsius, time 4 hour. Yields the product ClC1=NC(=C2N=CN(C2=N1)[C@H]1C=C[C@H](C1)N1N=C(N=N1)CC)NCC(C1=CC=CC=C1)C1=CC=CC=C1 ({2-Chloro-9-[(1R,4S)-4-(5-ethyl-tetrazol-2-yl)-cyclopent-2-enyl]-9H-purin-6-yl}-(2,2-diphenyl-ethyl)-amine). Reaction SMILES: [Cl:1][C:2]1[N:10]=[C:9]2[C:5]([N:6]=[CH:7][N:8]2[C@@H:11]2[CH2:15][C@H:14]([N:16]3[N:20]=[N:19][C:18]([CH2:21][CH3:22])=[N:17]3)[CH:13]=[CH:12]2)=[C:4](Cl)[N:3]=1.C(NC(C)C)(C)C.[C:31]1([CH:37]([C:40]2[CH:45]=[CH:44][CH:43]=[CH:42][CH:41]=2)[CH2:38][NH2:39])[CH:36]=[CH:35][CH:34]=[CH:33][CH:32]=1>C1COCC1>[Cl:1][C:2]1[N:10]=[C:9]2[C:5]([N:6]=[CH:7][N:8]2[C@@H:11]2[CH2:15][C@H:14]([N:16]3[N:20]=[N:19][C:18]([CH2:21][CH3:22])=[N:17]3)[CH:13]=[CH:12]2)=[C:4]([NH:39][CH2:38][CH:37]([C:31]2[CH:36]=[CH:35][CH:34]=[CH:33][CH:32]=2)[C:40]2[CH:45]=[CH:44][CH:43]=[CH:42][CH:41]=2)[N:3]=1. Procedure details: 2,6-Dichloro-9-[(1R,4S)-4-(5-ethyl-tetrazol-2-yl)-cyclopent-2-enyl]-9H-purine (step 1) (0.2 g, 0.57 mmol) is dissolved in THF (5 ml) under an atmosphere of argon. Diisopropylamine (0.088 g, 0.68 mmol) is added followed by 2,2-diphenylethylamine (0.123 g, 0.63 mmol) and the reaction mixture is stirred at 50° C. for 4 hours. The solvent is removed in vacuo and residue is partitioned between dichloromethane (20 mL) and 2M HCl (20 mL). The organic layer is washed with sat. NaHCO3 (20 mL), water (20 ... Reactants: [Mg] (magnesium), BrCCBr (1,2-dibromoethane), CN1N2C(C=NC3=C1C=CN=C3)=CC=C2 (5-methyl-5H-pyrido[3,4-f]-pyrrolo[1,2-b][1,2,5]triazepine), [Cl-].[NH4+] (ammonium chloride), BrCCC1=CC=CC=C1 (2-bromoethylbenzene). Solvent: O1CCCC1 (tetrahydrofuran), C(C)OCC (diethyl ether), O1CCCC1 (tetrahydrofuran). Conditions: time 1 hour. Yields the product CN1N2C(C(NC3=C1C=CN=C3)CCC3=CC=CC=C3)=CC=C2 (10,11-dihydro-5-methyl-10-(2-phenylethyl)-5H-pyrido[3,4-f]pyrrolo[1,2-b][1,2,5]triazepine). As a reaction SMILES: [Mg].BrCCBr.Br[CH2:7][CH2:8][C:9]1[CH:14]=[CH:13][CH:12]=[CH:11][CH:10]=1.[CH3:15][N:16]1[C:22]2[CH:23]=[CH:24][N:25]=[CH:26][C:21]=2[N:20]=[CH:19][C:18]2=[CH:27][CH:28]=[CH:29][N:17]12.[Cl-].[NH4+]>C(OCC)C.O1CCCC1>[CH3:15][N:16]1[C:22]2[CH:23]=[CH:24][N:25]=[CH:26][C:21]=2[NH:20][CH:19]([CH2:7][CH2:8][C:9]2[CH:14]=[CH:13][CH:12]=[CH:11][CH:10]=2)[C:18]2=[CH:27][CH:28]=[CH:29][N:17]12 |f:4.5|. Procedure: To 2.8 g of magnesium turnings in 20 ml of diethyl ether and 20 ml of tetrahydrofuran was added 1 ml of 1,2-dibromoethane followed by 13.94 ml of 2-bromoethylbenzene (dropwise). After initiating the reaction with external heat, the mixture was stirred at room temperature for one hour and then treated, dropwise, with a solution of 10.0 g of 5-methyl-5H-pyrido[3,4-f]-pyrrolo[1,2-b][1,2,5]triazepine in 100 ml of tetrahydrofuran. The reaction mixture was then stirred at room temperature for two hour... Reactants: BrB(Br)Br, COc1ccc(-c2nc3c(OC)cccc3s2)cc1, ClCCl, O. Yields the product COc1ccc(-c2nc3c(O)cccc3s2)cc1. RXN SMILES: [B:20]([Br:21])([Br:22])[Br:23].[CH3:1][O:2][c:3]1[cH:4][cH:5][cH:6][c:7]2[c:8]1[n:9][c:10](-[c:12]1[cH:13][cH:14][c:15]([O:18][CH3:19])[cH:16][cH:17]1)[s:11]2.[Cl:25][CH2:26][Cl:27].[OH2:24]>>[OH:2][c:3]1[cH:4][cH:5][cH:6][c:7]2[c:8]1[n:9][c:10](-[c:12]1[cH:13][cH:14][c:15]([O:18][CH3:19])[cH:16][cH:17]1)[s:11]2.